From a dataset of the Open Reaction Database (ORD), a public repository of structured organic reaction records. describe an organic reaction: reactants, conditions, products, and yield The reactants are B, C1CCOC1, NC(=O)C(F)(F)c1ccccc1, C1CCOC1. Yields the product NCC(F)(F)c1ccccc1. Reaction SMILES: [BH3:18].[CH2:19]1[O:20][CH2:21][CH2:22][CH2:23]1.[F:1][C:2]([C:3](=[O:4])[NH2:5])([c:6]1[cH:7][cH:8][cH:9][cH:10][cH:11]1)[F:12].[O:13]1[CH2:14][CH2:15][CH2:16][CH2:17]1>>[F:1][C:2]([CH2:3][NH2:5])([c:6]1[cH:7][cH:8][cH:9][cH:10][cH:11]1)[F:12]. Starting materials: C(=O)(O)[O-].[Na+] (NaHCO3), C1(=CC=CC=C1)SC (Methyl phenyl sulphide), CO (methanol), C1CC(=O)N(C1=O)Br (NBS). Solvent: O (water). The product is CS(=O)C1=CC=CC=C1 (methylphenylsulfoxide). Yield: 95.9%. RXN SMILES: [C:1]1([S:7][CH3:8])[CH:6]=[CH:5][CH:4]=[CH:3][CH:2]=1.CO.C1C(=O)N(Br)C(=[O:14])C1.C([O-])(O)=O.[Na+]>O>[CH3:8][S:7]([C:1]1[CH:6]=[CH:5][CH:4]=[CH:3][CH:2]=1)=[O:14] |f:3.4|. Reported procedure: Methyl phenyl sulphide (20 g, 161.03 mmol) was added to a mixture of methanol (100 ml) and water (20 mL). NBS (34.39 g, 1.2 eq) was added in portions maintaining the temperature between 0° and 5° C. The mixture was stirred at the same temperature until the reaction was complete. Thereafter, the reaction mixture was quenched by the addition of Na2SO3 (10%, 60 ml). The pH of the resulting reaction mixture was adjusted to a value between 7 and 8 with saturated NaHCO3 solution. The mixture was conce... Reaction SMILES: [Al:46].[Br:1][N:2]1[C:3](=[O:4])[CH2:5][CH2:6][C:7]1=[O:8].[CH3:28][C:29]([CH3:30])([CH3:31])[c:32]1[cH:33][cH:34][c:35]([CH2:38][O:39][CH2:40][CH2:41][OH:42])[cH:36][cH:37]1.[Cl:43][CH2:44][Cl:45].[c:9]1([P:10]([c:11]2[cH:12][cH:13][cH:14][cH:15][cH:16]2)[c:17]2[cH:18][cH:19][cH:20][cH:21][cH:22]2)[cH:23][cH:24][cH:25][cH:26][cH:27]1>>[Br:1][CH2:41][CH2:40][O:39][CH2:38][c:35]1[cH:34][cH:33][c:32]([C:29]([CH3:28])([CH3:30])[CH3:31])[cH:37][cH:36]1. Yields the product CC(C)(C)c1ccc(COCCBr)cc1. Starting materials: [Al], O=C1CCC(=O)N1Br, CC(C)(C)c1ccc(COCCO)cc1, ClCCl, c1ccc(P(c2ccccc2)c2ccccc2)cc1. Reactants: CC(=O)N1CCc2cc(Br)ccc21, O=S(=O)(O)Cl. Yields the product CC(=O)N1CCc2cc(Br)c(S(=O)(=O)Cl)cc21. Reaction SMILES: [C:6]([CH3:7])(=[O:8])[N:9]1[CH2:10][CH2:11][c:12]2[cH:13][c:14]([Br:18])[cH:15][cH:16][c:17]21.[Cl:1][S:2](=[O:3])(=[O:4])[OH:5]>>[Cl:1][S:2](=[O:3])(=[O:5])[c:15]1[c:14]([Br:18])[cH:13][c:12]2[c:17]([cH:16]1)[N:9]([C:6]([CH3:7])=[O:8])[CH2:10][CH2:11]2. Starting materials: CC(=O)[O-], CO, CC(O)(C(=O)Nc1ccc(Sc2ccc(C(=O)O)cc2)cc1Cl)C(F)(F)F, [Na+]. Product: CC(O)(C(=O)Nc1ccc(S(=O)c2ccc(C(=O)O)cc2)cc1Cl)C(F)(F)F. Reaction SMILES: [CH3:29][C:30]([O-:31])=[O:32].[CH3:33][OH:34].[Cl:1][c:2]1[c:3]([NH:18][C:19]([C:20]([C:21]([F:22])([F:23])[F:24])([CH3:25])[OH:26])=[O:27])[cH:4][cH:5][c:6]([S:8][c:9]2[cH:10][cH:11][c:12]([C:15](=[O:16])[OH:17])[cH:13][cH:14]2)[cH:7]1.[Na+:28]>>[Cl:1][c:2]1[c:3]([NH:18][C:19]([C:20]([C:21]([F:22])([F:23])[F:24])([CH3:25])[OH:26])=[O:27])[cH:4][cH:5][c:6]([S:8]([c:9]2[cH:10][cH:11][c:12]([C:15](=[O:16])[OH:17])[cH:13][cH:14]2)=[O:31])[cH:7]1. The reactants are BrC1=CC2=C(OCC3=C(C2C(=O)O)C=CC=C3)C=C1 (2-Bromo-6,11-dihydrodibenz[b,e]oxepin-11-carboxylic acid), BrC1=CC2=C(OCC3=C(C2C(=O)O)C=CC=C3)C=C1 (2-Bromo-6,11-dihydrodibenz[b,e]oxepin-11-carboxylic acid), ClC1=C(N)C(=CC=C1)Cl (2,6-dichloroaniline). The product is BrC1=CC2=C(OCC3=C(C2C(=O)NC2=C(C=CC=C2Cl)Cl)C=CC=C3)C=C1 (2-Bromo-N-(2,6-dichlorophenyl)-6,11-dihydrodibenz[b,e]oxepin-11-carboxamide). The yield is 18.4%. RXN SMILES: [Br:1][C:2]1[CH:19]=[CH:18][C:5]2[O:6][CH2:7][C:8]3[CH:17]=[CH:16][CH:15]=[CH:14][C:9]=3[CH:10]([C:11](O)=[O:12])[C:4]=2[CH:3]=1.[Cl:20][C:21]1[CH:27]=[CH:26][CH:25]=[C:24]([Cl:28])[C:22]=1[NH2:23]>>[Br:1][C:2]1[CH:19]=[CH:18][C:5]2[O:6][CH2:7][C:8]3[CH:17]=[CH:16][CH:15]=[CH:14][C:9]=3[CH:10]([C:11]([NH:23][C:22]3[C:21]([Cl:20])=[CH:27][CH:26]=[CH:25][C:24]=3[Cl:28])=[O:12])[C:4]=2[CH:3]=1. Procedure details: The similar procedures as in Example 1 were repeated except using 1.67 g of 2-bromo-6,11-dihydrodibenz[b,e]oxepin11-carboxylic acid obtained in Example 46 (Compound H) in place of Compound A and 0.76 g of 2,6-dichloroaniline in place of aniline to obtain 0.40 g of Compound 39. The reactants are CCO, COC(=O)c1ccc(NC(c2nc3ccc(OC)cc3n2C)C2CCCCC2)cc1, [Na+], C1CCOC1, [OH-]. Product: COc1ccc2nc(C(Nc3ccc(C(=O)O)cc3)C3CCCCC3)n(C)c2c1. As a reaction SMILES: [CH3:38][CH2:39][OH:40].[CH:1]1([CH:7]([c:8]2[n:9][c:10]3[c:11]([n:12]2[CH3:13])[cH:14][c:15]([O:18][CH3:19])[cH:16][cH:17]3)[NH:20][c:21]2[cH:22][cH:23][c:24]([C:25](=[O:26])[O:27][CH3:28])[cH:29][cH:30]2)[CH2:2][CH2:3][CH2:4][CH2:5][CH2:6]1.[Na+:37].[O:31]1[CH2:32][CH2:33][CH2:34][CH2:35]1.[OH-:36]>>[CH:1]1([CH:7]([c:8]2[n:9][c:10]3[c:11]([n:12]2[CH3:13])[cH:14][c:15]([O:18][CH3:19])[cH:16][cH:17]3)[NH:20][c:21]2[cH:22][cH:23][c:24]([C:25](=[O:26])[OH:27])[cH:29][cH:30]2)[CH2:2][CH2:3][CH2:4][CH2:5][CH2:6]1.